The task is: describe an organic reaction: reactants, conditions, products, and yield. This data is from the Open Reaction Database (ORD), a public repository of structured organic reaction records. Yields the product COC(=O)c1ccc(-c2ccccc2)cc1NC(=O)c1cc(OCC2CCN(C)CC2)ccc1O. Reaction SMILES: [C:55].[CH2:1]([c:2]1[cH:3][cH:4][cH:5][cH:6][cH:7]1)[O:8][c:9]1[c:10]([C:11](=[O:12])[NH:13][c:14]2[c:15]([C:16](=[O:17])[O:18][CH3:19])[cH:20][cH:21][c:22](-[c:24]3[cH:25][cH:26][cH:27][cH:28][cH:29]3)[cH:23]2)[cH:30][c:31]([O:34][CH2:35][CH:36]2[CH2:37][CH2:38][N:39]([CH3:42])[CH2:40][CH2:41]2)[cH:32][cH:33]1.[CH3:47][CH2:48][O:49][C:50](=[O:51])[CH3:52].[CH3:53][OH:54].[CH:43]([Cl:44])([Cl:45])[Cl:46].[Pd:56]>>[OH:8][c:9]1[c:10]([C:11](=[O:12])[NH:13][c:14]2[c:15]([C:16](=[O:17])[O:18][CH3:19])[cH:20][cH:21][c:22](-[c:24]3[cH:25][cH:26][cH:27][cH:28][cH:29]3)[cH:23]2)[cH:30][c:31]([O:34][CH2:35][CH:36]2[CH2:37][CH2:38][N:39]([CH3:42])[CH2:40][CH2:41]2)[cH:32][cH:33]1. Reactants: C, COC(=O)c1ccc(-c2ccccc2)cc1NC(=O)c1cc(OCC2CCN(C)CC2)ccc1OCc1ccccc1, CCOC(C)=O, CO, ClC(Cl)Cl, [Pd]. Starting materials: O=C1CCCc2ccc(Br)cc21, C1CCOC1, C[NH2+]c1ccccc1, O=C([O-])C(F)(F)F. The product is C=C1CCc2ccc(Br)cc2C1=O. As a reaction SMILES: [Br:1][c:2]1[cH:3][cH:4][c:5]2[c:10]([cH:11]1)[C:9](=[O:12])[CH2:8][CH2:7][CH2:6]2.[CH2:28]1[O:29][CH2:30][CH2:31][CH2:32]1.[CH3:20][NH2+:21][c:22]1[cH:23][cH:24][cH:25][cH:26][cH:27]1.[F:13][C:14]([F:15])([F:16])[C:17]([O-:18])=[O:19]>>[Br:1][c:2]1[cH:3][cH:4][c:5]2[c:10]([cH:11]1)[C:9](=[O:12])[C:8](=[CH2:14])[CH2:7][CH2:6]2. Reactants: Cl (HCl), [OH-].[Na+] (sodium hydroxide), B(F)(F)F (BF3), CN1CCC(=CC1)C1=C(C=C(C=C1OC)OC)OC (1-methyl-4-(2,4,6-trimethoxyphenyl)-1,2,3,6-tetrahydropyridine), [BH4-].[Na+] (sodium borohydride), OO (Hydrogen peroxide). The solvent is O (water), COCCOCCOC (diethylene glycol dimethyl ether), COCCOCCOC (diethylene glycol dimethyl ether). Run at time 2 hour. The product is O[C@@H]1CN(CC[C@H]1C1=C(C=C(C=C1OC)OC)OC)C (trans-3-hydroxy-4-(2,4,6-trimethoxyphenyl)-1-methylpiperidine). RXN SMILES: B(F)(F)F.[CH3:5][N:6]1[CH2:11][CH:10]=[C:9]([C:12]2[C:17]([O:18][CH3:19])=[CH:16][C:15]([O:20][CH3:21])=[CH:14][C:13]=2[O:22][CH3:23])[CH2:8][CH2:7]1.[BH4-].[Na+].Cl.[OH-:27].[Na+].OO>COCCOCCOC.O>[OH:27][C@H:10]1[C@H:9]([C:12]2[C:13]([O:22][CH3:23])=[CH:14][C:15]([O:20][CH3:21])=[CH:16][C:17]=2[O:18][CH3:19])[CH2:8][CH2:7][N:6]([CH3:5])[CH2:11]1 |f:2.3,5.6|. Procedure details: A solution of BF3 etherate (42 ml) in diethylene glycol dimethyl ether (42 ml) is added dropwise to a cooled mixture of 1-methyl-4-(2,4,6-trimethoxyphenyl)-1,2,3,6-tetrahydropyridine (20 g) and sodium borohydride (12 g) in diethylene glycol dimethyl ether (140 ml). The mixture is heated for one hour to 50° C., and the cooled reaction mixture is then treated with water (20 ml) and then with concentrated HCl (116 ml). The mixture is stirred for two hours at 50°-60° C., cooled and rendered alkaline... Starting materials: O=C([O-])[O-], CCOC(C)=O, Cl[Cu], CN(c1ccc(I)cc1)S(C)(=O)=O, [K+], [K+], CN(C)C=O, O, COC1(c2cccc(S)c2)CCOCC1. Yields the product COC1(c2cccc(Sc3ccc(N(C)S(C)(=O)=O)cc3)c2)CCOCC1. RXN SMILES: [C:29](=[O:30])([O-:31])[O-:32].[CH3:35][CH2:36][O:37][C:38](=[O:39])[CH3:40].[Cl:46][Cu:47].[I:1][c:2]1[cH:3][cH:4][c:5]([N:8]([S:9](=[O:10])(=[O:11])[CH3:12])[CH3:13])[cH:6][cH:7]1.[K+:33].[K+:34].[O:41]=[CH:42][N:43]([CH3:44])[CH3:45].[OH2:48].[SH:14][c:15]1[cH:16][c:17]([C:21]2([O:27][CH3:28])[CH2:22][CH2:23][O:24][CH2:25][CH2:26]2)[cH:18][cH:19][cH:20]1>>[c:2]1([S:14][c:15]2[cH:16][c:17]([C:21]3([O:27][CH3:28])[CH2:22][CH2:23][O:24][CH2:25][CH2:26]3)[cH:18][cH:19][cH:20]2)[cH:3][cH:4][c:5]([N:8]([S:9](=[O:10])(=[O:11])[CH3:12])[CH3:13])[cH:6][cH:7]1.